This data is from the Open Reaction Database (ORD), a public repository of structured organic reaction records. The task is: describe an organic reaction: reactants, conditions, products, and yield Reactants: N(=O)[O-].[Na+] (NaNO2), CN1C2=C3C(=C1SC)CCN=C3C(=C(C2=O)N)Cl (isobatzelline A), Cl (HCl). The solvent is O (H2O), CC(=O)O (HOAc), O1CCOCC1 (dioxane). Reaction conditions: time 8 hour. Yields the product CN1C2=C3C(=C1SC)CCNC3=C(C(=O)C2=O)Cl (batzelline A). Yield: 19.9%. As a reaction SMILES: [CH3:1][N:2]1[C:6]([S:7][CH3:8])=[C:5]2[CH2:9][CH2:10][N:11]=[C:12]3[C:13]([Cl:18])=[C:14](N)[C:15](=[O:16])[C:3]1=[C:4]23.N([O-])=[O:20].[Na+].Cl>CC(O)=O.O1CCOCC1.O>[CH3:1][N:2]1[C:6]([S:7][CH3:8])=[C:5]2[CH2:9][CH2:10][NH:11][C:12]3=[C:13]([Cl:18])[C:14]([C:15](=[O:16])[C:3]1=[C:4]23)=[O:20] |f:1.2|. Reported procedure: A solution of 20 mg of isobatzelline A in 2 ml of HOAc and 1 ml of dioxane is allowed to react with 20 mg of NaNO2 in 5 ml of H2O at 0° C. for 2 hours. After addition of 3 ml of 1N HCl, the solution was stirred at room temperature overnight, and extracted with 10 ml CHCl3 /MeOH (1:1) twice. The concentrated extract was further fractionated on a Superco LC-NH2 column (50 ml×3 ml) with 1% MeOH/CHCl3, and subsequently purified on a HPLC LiChrosorb-NH2 column (3% MeOH/CHCl3) to give 4 mg of batzelli... Starting materials: FC(C(=O)O)(F)F.COC(=O)[C@H]1NC[C@@H](C1)S(=O)(=O)C ((2S,4R)-4-methanesulfonyl-pyrrolidine-2-carboxylic acid methyl ester trifluoroacetate), C(CC(=O)C)(=O)OC(C)(C)C (tert-butyl acetoacetate). The solvent is C(C)N(CC)CC (triethylamine). The product is COC(=O)[C@H]1N(C[C@@H](C1)S(=O)(=O)C)C(CC(C)=O)=O ((2S,4R)-4-Methanesulfonyl-1-(3-oxo-butyryl)-pyrrolidine-2-carboxylic acid Methyl Ester). Reaction SMILES: FC(F)(F)C(O)=O.[CH3:8][O:9][C:10]([C@@H:12]1[CH2:16][C@@H:15]([S:17]([CH3:20])(=[O:19])=[O:18])[CH2:14][NH:13]1)=[O:11].[C:21](OC(C)(C)C)(=[O:26])[CH2:22][C:23]([CH3:25])=[O:24]>C(N(CC)CC)C>[CH3:8][O:9][C:10]([C@@H:12]1[CH2:16][C@@H:15]([S:17]([CH3:20])(=[O:19])=[O:18])[CH2:14][N:13]1[C:21](=[O:26])[CH2:22][C:23](=[O:24])[CH3:25])=[O:11] |f:0.1|. Reported procedure: In analogy to the procedure described in example 192f, (2S,4R)-4-methanesulfonyl-pyrrolidine-2-carboxylic acid methyl ester trifluoroacetate was reacted with tert-butyl acetoacetate in the presence of triethylamine to give the title compound. MS (ESI): m/z=292.2 [M+H]+. Reactants: CO, CC(=O)OC1CC(N2C(=O)c3cccc([N+](=O)[O-])c3C2=O)C(=O)NC1=O. Yields the product CC(=O)OC1CC(N2C(=O)c3cccc(N)c3C2=O)C(=O)NC1=O. RXN SMILES: [CH3:27][OH:28].[N+:1]([O-:2])(=[O:3])[c:4]1[c:5]2[c:9]([cH:10][cH:11][cH:12]1)[C:8](=[O:13])[N:7]([CH:14]1[C:15](=[O:25])[NH:16][C:17](=[O:24])[CH:18]([O:20][C:21]([CH3:22])=[O:23])[CH2:19]1)[C:6]2=[O:26]>>[NH2:1][c:4]1[c:5]2[c:9]([cH:10][cH:11][cH:12]1)[C:8](=[O:13])[N:7]([CH:14]1[C:15](=[O:25])[NH:16][C:17](=[O:24])[CH:18]([O:20][C:21]([CH3:22])=[O:23])[CH2:19]1)[C:6]2=[O:26]. Starting materials: C(C1=CC=CC=C1)Br (benzyl bromide), C([O-])([O-])=O.[K+].[K+] (potassium carbonate), ClC1=CC=C(C=C1)C1N=C(NC1C1=CC=C(C=C1)Cl)C1=C(C=CC=C1)O (2-[4,5-bis-(4-chloro-phenyl)-4,5-dihydro-1H-imidazol-2-yl]-phenol), C([O-])([O-])=O.[K+].[K+] (potassium carbonate), C(C1=CC=CC=C1)Br (benzyl bromide). The reagents and catalysts are [I-].C(CCC)[N+](CCCC)(CCCC)CCCC (tetrabutylammonium iodide). Run in C(C)O (ethanol). Yields the product C(C1=CC=CC=C1)OC1=C(C=CC=C1)C=1NC(C(N1)C1=CC=C(C=C1)Cl)C1=CC=C(C=C1)Cl (2-(2-benzyloxy-phenyl)-4,5-bis-(4-chloro-phenyl)-4,5-dihydro-1H-imidazole). Yield: 44.0%. Reaction SMILES: [Cl:1][C:2]1[CH:7]=[CH:6][C:5]([CH:8]2[CH:12]([C:13]3[CH:18]=[CH:17][C:16]([Cl:19])=[CH:15][CH:14]=3)[NH:11][C:10]([C:20]3[CH:25]=[CH:24][CH:23]=[CH:22][C:21]=3[OH:26])=[N:9]2)=[CH:4][CH:3]=1.C(=O)([O-])[O-].[K+].[K+].[CH2:33](Br)[C:34]1[CH:39]=[CH:38][CH:37]=[CH:36][CH:35]=1>C(O)C.[I-].C([N+](CCCC)(CCCC)CCCC)CCC>[CH2:33]([O:26][C:21]1[CH:22]=[CH:23][CH:24]=[CH:25][C:20]=1[C:10]1[NH:9][CH:8]([C:5]2[CH:4]=[CH:3][C:2]([Cl:1])=[CH:7][CH:6]=2)[CH:12]([C:13]2[CH:18]=[CH:17][C:16]([Cl:19])=[CH:15][CH:14]=2)[N:11]=1)[C:34]1[CH:39]=[CH:38][CH:37]=[CH:36][CH:35]=1 |f:1.2.3,6.7|. Procedure: To a solution of 2-[4,5-bis-(4-chloro-phenyl)-4,5-dihydro-1H-imidazol-2-yl]-phenol (30 mg, 0.0783 mmol) in 3 mL of ethanol were added potassium carbonate (16 mg, 0.117 mmol), benzyl bromide (11 μL, 0.0940 mmol) and tetrabutylammonium iodide (3 mg, 0.1 mmol). The reaction mixture was heated at gentle reflux for 54 h. Additional benzyl bromide (11 μL) and potassium carbonate (16 mg) were added after every 24-hr. Upon cooling to room temperature, the solvent was removed and the residue was taken in...